Dataset: the Open Reaction Database (ORD), a public repository of structured organic reaction records. Task: describe an organic reaction: reactants, conditions, products, and yield Reactants: Cl.C1(=CC2=CC=CC3=CC=CC1=C23)CN (N-[(1-acenaphthylenyl)methyl]amine hydrochloride), [H][H] (hydrogen), [H][H] (hydrogen). The reagents and catalysts are [Pd] (Pd/C). Solvent: CO (methanol). Product: Cl.C1(CC2=CC=CC3=CC=CC1=C23)CN (N-[(1,2-dihydro-1-acenaphthylenyl)methyl]amine hydrochloride salt). Yield: 83.0%. RXN SMILES: [ClH:1].[C:2]1([CH2:14][NH2:15])[C:12]2=[C:13]3[C:8](=[CH:9][CH:10]=[CH:11]2)[CH:7]=[CH:6][CH:5]=[C:4]3[CH:3]=1.[H][H]>CO.[Pd]>[ClH:1].[CH:2]1([CH2:14][NH2:15])[C:12]2=[C:13]3[C:8](=[CH:9][CH:10]=[CH:11]2)[CH:7]=[CH:6][CH:5]=[C:4]3[CH2:3]1 |f:0.1,5.6|. Reported procedure: The N-[(1-acenaphthylenyl)methyl]amine hydrochloride, A as prepared in Example A above (1.8 g, 8.3 mmol) was dissolved in methanol (100 ml) and 5% Pd/C (0.2 g) added. The mixture was stirred at room temperature, under 51 psi of hydrogen, for 2.5 hours (hydrogen uptake: AP=6.8 psi, calculated 7.1). The catalyst was removed by filtration and the solvent evaporated in vacuo. The residue was treated with ether (150 ml) and filtered to collect precipitate. The solid was dried at 45° C., in vacuo, ove... Reactants: FC1=CC=C(C=C1)CC[C@@](CC(=O)O)(C(C)C)O ((R)-3-[2-(4-Fluoro-phenyl)-ethyl]-3-hydroxy-4-methyl-pentanoic acid), C(C)(C)O (isopropanol), Cl (HCl), C[C@H](C1=CC=CC=C1)N ((R)-α-methylbenzylamine). The solvent is CCOC(=O)C (EtOAc), CCOC(=O)C (EtOAc). Yields the product FC1=CC=C(C=C1)CC[C@](CC(=O)O)(C(C)C)O ((S)-3-[2-(4-Fluoro-phenyl)-ethyl]-3-hydroxy-4-methyl-pentanoic acid). As a reaction SMILES: [F:1][C:2]1[CH:7]=[CH:6][C:5]([CH2:8][CH2:9][C@:10]([OH:18])([CH:15]([CH3:17])[CH3:16])[CH2:11][C:12]([OH:14])=[O:13])=[CH:4][CH:3]=1.Cl.C[C@@H](N)C1C=CC=CC=1.C(O)(C)C>CCOC(C)=O>[F:1][C:2]1[CH:3]=[CH:4][C:5]([CH2:8][CH2:9][C@@:10]([OH:18])([CH:15]([CH3:16])[CH3:17])[CH2:11][C:12]([OH:14])=[O:13])=[CH:6][CH:7]=1. Procedure details: The mother liquors from the isolation of the G-11 (R) enantiomer were combined, treated with 1N HCl and extracted with EtOAc. The organic phase was washed with brine, dried (MgSO4), filtered and concentrated to liberate the free β-hydroxy acid. HPLC analysis indicated the isolated material was 79% (S):21% (R). β-Hydroxy acid G-11 (22.6 g, 89.0 mmol) was dissolved in 250 mL EtOAc and treated with (R)-α-methylbenzylamine (9.17 g, 75.64 mmol). The resulting mixture was placed on a steam bath, heate... The reactants are Brc1ccc(Br)cc1, [Li]CCCC, O=C1CCCC1, C1CCOC1. Yields the product OC1(c2ccc(Br)cc2)CCCC1. RXN SMILES: [Br:1][c:2]1[cH:3][cH:4][c:5]([Br:6])[cH:7][cH:8]1.[CH2:9]([Li:10])[CH2:11][CH2:12][CH3:13].[O:14]=[C:15]1[CH2:16][CH2:17][CH2:18][CH2:19]1.[O:20]1[CH2:21][CH2:22][CH2:23][CH2:24]1>>[c:2]1([C:15]2([OH:14])[CH2:16][CH2:17][CH2:18][CH2:19]2)[cH:3][cH:4][c:5]([Br:6])[cH:7][cH:8]1. The reactants are ( 1 ), N(N)C(=O)OC(C)(C)C (tert-butyl hydrazinecarboxylate), FC1=CC=C(C=C1)C(CCCC(=O)O)=O (5-(4-fluorophenyl)-5-oxopentanoic acid). The solvent is C1CCOC1 (THF). Conditions: temperature 50 celsius, time 16 hour. The product is C(C)(C)(C)OC(=O)NN=C(CCCC(=O)O)C1=CC=C(C=C1)F (5-(2-(tert-butoxycarbonyl)hydrazono)-5-(4-fluorophenyl)pentanoic acid). Yield: 98.7%. As a reaction SMILES: [NH:1]([C:3]([O:5][C:6]([CH3:9])([CH3:8])[CH3:7])=[O:4])[NH2:2].[F:10][C:11]1[CH:16]=[CH:15][C:14]([C:17](=O)[CH2:18][CH2:19][CH2:20][C:21]([OH:23])=[O:22])=[CH:13][CH:12]=1>C1COCC1>[C:6]([O:5][C:3]([NH:1][N:2]=[C:17]([C:14]1[CH:15]=[CH:16][C:11]([F:10])=[CH:12][CH:13]=1)[CH2:18][CH2:19][CH2:20][C:21]([OH:23])=[O:22])=[O:4])([CH3:9])([CH3:8])[CH3:7]. Procedure: Step AAG (1): A mixture of tert-butyl hydrazinecarboxylate (1.45 g, 11.0 mmol) and 5-(4-fluorophenyl)-5-oxopentanoic acid (2.1 g, 10 mmol) in THF (20 mL) was stirred at 50° C. for 16 h. The reaction mixture was concentrated in vacuo to afford 5-(2-(tert-butoxycarbonyl)hydrazono)-5-(4-fluorophenyl)pentanoic acid (3.2 g, 9.87 mmol, 99% yield). LC-MS (M+H)+ 325.24. The crude product was used for subsequent chemistry without purification. Reactants: CC1=C(N=C(N1)C1=CC=CC=C1)C(=O)C (methyl 5-methyl-2-phenyl-4-imidazolyl ketone), COC(N(C)C)OC (N,N-dimethylformamide dimethyl acetal). Conditions: temperature -10 celsius. Product: CN(C=CC(=O)C=1N=C(NC1C)C1=CC=CC=C1)C (3-(dimethylamino)-1-(5-methyl-2-phenyl-1H-imidazol-4-yl)-2-propen-1-one). Reaction SMILES: [CH3:1][C:2]1[NH:6][C:5]([C:7]2[CH:12]=[CH:11][CH:10]=[CH:9][CH:8]=2)=[N:4][C:3]=1[C:13]([CH3:15])=[O:14].CO[CH:18](OC)[N:19]([CH3:21])[CH3:20]>>[CH3:18][N:19]([CH3:21])[CH:20]=[CH:15][C:13]([C:3]1[N:4]=[C:5]([C:7]2[CH:12]=[CH:11][CH:10]=[CH:9][CH:8]=2)[NH:6][C:2]=1[CH3:1])=[O:14]. Procedure: A mixture of 10.0 g (0.05 moles) of methyl 5-methyl-2-phenyl-4-imidazolyl ketone [A. C. Verones, et al., J. Het. Chem., 17, 1723 (1980)] and 45.0 ml of N,N-dimethylformamide dimethyl acetal was refluxed for 16 hours in an oil bath. The reaction mixture was cooled at -10° C., then filtered. The product was washed with 50 ml of cold ethanol, air dried and gave 4.6 g of 3-(dimethylamino)-1-(5-methyl-2-phenyl-1H-imidazol-4-yl)-2-propen-1-one as a yellow solid, mp 218°-222° C. Starting materials: CC1=NC=CC(=C1)C#CC=1N=C(NC1)C (2-methyl-4-(2-methyl-1H-imidazol-4-ylethynyl)-pyridine), Cl.ClC=1C=NC=C(C1)CCl (3-chloro-5-chloromethyl-pyridine hydrochloride). Product: ClC1=NC=C(C=C1)CN1C(=NC(=C1)C#CC1=CC(=NC=C1)C)C (4-[1-(2-Chloro-pyridin-5-ylmethyl)-2-methyl-1H-imidazol-4-ylethynyl]-2-methyl-pyridine). Reaction SMILES: [CH3:1][C:2]1[CH:7]=[C:6]([C:8]#[C:9][C:10]2[N:11]=[C:12]([CH3:15])[NH:13][CH:14]=2)[CH:5]=[CH:4][N:3]=1.[ClH:16].Cl[C:18]1[CH:19]=[N:20][CH:21]=[C:22]([CH2:24]Cl)[CH:23]=1>>[Cl:16][C:19]1[CH:18]=[CH:23][C:22]([CH2:24][N:13]2[CH:14]=[C:10]([C:9]#[C:8][C:6]3[CH:5]=[CH:4][N:3]=[C:2]([CH3:1])[CH:7]=3)[N:11]=[C:12]2[CH3:15])=[CH:21][N:20]=1 |f:1.2|. Reported procedure: The title compound, MS: m/e=323.2 (M+H30), was prepared in accordance with the general method of example 1 from 2-methyl-4-(2-methyl-1H-imidazol-4-ylethynyl)-pyridine and 3-chloro-5-chloromethyl-pyridine hydrochloride. Reactants: N1(C=NC=C1)C(C)C1=NC=C(C=C1)C1=CC=C(C=C1)OC (2-(1-(1H-imidazol-1-yl)ethyl)-5-(4-methoxyphenyl)pyridine), B(Br)(Br)Br (BBr3). The solvent is C(Cl)Cl (DCM). Reaction conditions: time 1 hour. Yields the product N1(C=NC=C1)C(C)C1=CC=C(C=N1)C1=CC=C(C=C1)O (4-(6-(1-(1H-imidazol-1-yl)ethyl)pyridin-3-yl)phenol). Isolated yield 50.7%. RXN SMILES: [N:1]1([CH:6]([C:8]2[CH:13]=[CH:12][C:11]([C:14]3[CH:19]=[CH:18][C:17]([O:20]C)=[CH:16][CH:15]=3)=[CH:10][N:9]=2)[CH3:7])[CH:5]=[CH:4][N:3]=[CH:2]1.B(Br)(Br)Br>C(Cl)Cl>[N:1]1([CH:6]([C:8]2[N:9]=[CH:10][C:11]([C:14]3[CH:19]=[CH:18][C:17]([OH:20])=[CH:16][CH:15]=3)=[CH:12][CH:13]=2)[CH3:7])[CH:5]=[CH:4][N:3]=[CH:2]1. Reported procedure: To a stirred solution of 2-(1-(1H-imidazol-1-yl)ethyl)-5-(4-methoxyphenyl)pyridine (0.075 g, 0.26 mmol; prepared as described for Example 15) in DCM (3 mL) was added BBr3 (0.1 mL 0.4 mmol) at 0° C. The reaction was stirred at rt for about 1 h. The reaction mixture was quenched with saturated NaHCO3 solution (5 mL), diluted with water (100 mL), and extracted with DCM (2×100 mL). The combined organic extracts were washed with brine solution (10 mL), organic layer was dried over Na2SO4 and concentr...